From a dataset of the Open Reaction Database (ORD), a public repository of structured organic reaction records. describe an organic reaction: reactants, conditions, products, and yield The reactants are C(=O)(N1C=NC=C1)N1C=NC=C1 (1,1′-Carbonyldiimidazole), ClC1=NC2=CC=CC=C2C(=C1N)NCC=1C=NC=CC1 (2-chloro-N4-(pyridin-3-ylmethyl)quinoline-3,4-diamine), C(=O)(N1C=NC=C1)N1C=NC=C1 (1,1′-carbonyldiimidazole), C(=O)(N1C=NC=C1)N1C=NC=C1 (1,1′-carbonyldiimidazole), N1=CC=CC=C1 (pyridine), C(C)OCC (Diethyl ether). Run in C1CCOC1 (THF). Conditions: temperature 80 celsius, time 2 hour. Product: ClC1=NC=2C=CC=CC2C2=C1N=C(N2CC=2C=NC=CC2)O (4-chloro-1-(pyridin-3-ylmethyl)-1H-imidazo[4,5-c]quinolin-2-ol). Isolated yield 75.5%. RXN SMILES: [C:1](N1C=CN=C1)(N1C=CN=C1)=[O:2].[Cl:13][C:14]1[C:23]([NH2:24])=[C:22]([NH:25][CH2:26][C:27]2[CH:28]=[N:29][CH:30]=[CH:31][CH:32]=2)[C:21]2[C:16](=[CH:17][CH:18]=[CH:19][CH:20]=2)[N:15]=1.N1C=CC=CC=1.C(OCC)C>C1COCC1>[Cl:13][C:14]1[C:23]2[N:24]=[C:1]([OH:2])[N:25]([CH2:26][C:27]3[CH:28]=[N:29][CH:30]=[CH:31][CH:32]=3)[C:22]=2[C:21]2[CH:20]=[CH:19][CH:18]=[CH:17][C:16]=2[N:15]=1. Reported procedure: 1,1′-Carbonyldiimidazole (3.20 g, 19.7 mmol) was added to 2-chloro-N4-(pyridin-3-ylmethyl)quinoline-3,4-diamine (5.09 g, 17.9 mmol) in THF (100 mL), and the resulting suspension was heated at 80° C. for three days. An analysis by LC/MS indicated the presence of starting material, and pyridine (100 mL) and additional 1,1′-carbonyldiimidazole (1 equivalent) were added. The reaction was stirred for two hours at 80° C., and additional 1,1′-carbonyldiimidazole (1 equivalent) was added. The reaction w...